This data is from the Open Reaction Database (ORD), a public repository of structured organic reaction records. The task is: describe an organic reaction: reactants, conditions, products, and yield The reactants are C(CC(O)(C(=O)O)CC(=O)O)(=O)O (citric acid), C1(CCCCC1)N=C=NC1CCCCC1 (dicyclohexyl carbodiimide). The solvent is O1CCCC1 (tetrahydrofuran). The product is C(=O)(NC1CCCCC1)NC1CCCCC1 (Dicyclohexylurea). RXN SMILES: C(O)(=O)CC(CC(O)=O)(C(O)=O)[OH:4].[CH:14]1([N:20]=[C:21]=[N:22][CH:23]2[CH2:28][CH2:27][CH2:26][CH2:25][CH2:24]2)[CH2:19][CH2:18][CH2:17][CH2:16][CH2:15]1>O1CCCC1>[C:21]([NH:20][CH:14]1[CH2:15][CH2:16][CH2:17][CH2:18][CH2:19]1)([NH:22][CH:23]1[CH2:28][CH2:27][CH2:26][CH2:25][CH2:24]1)=[O:4]. Procedure: Anhydrous citric acid (5 mmoles, 960 mg) and dicyclohexyl carbodiimide (10 mmoles, 2.06 g) were stirred in 30 ml anhydrous tetrahydrofuran for one hour. Dicyclohexylurea crystals formed during the ensuing dehydration reaction were removed by filtration, and the filtrate was dried in vacuo, yielding the dicitrate cyclic diester-containing solid residue. The reactants are [N+](=O)([O-])C1=CC=C(CC(CN)CN)C=C1 (2-(4-Nitrobenzyl)-1.3-propane diamine), ClC(C)(C(C)N=O)C (2-chloro-2-methyl-3-nitrosobutane). Run in CO (methanol). Reaction conditions: temperature 0 celsius, time 2 hour. Yields the product [N+](=O)([O-])C1=CC=C(CC(CNC(C(C)=NO)(C)C)CNC(C(C)=NO)(C)C)C=C1 (6-(4'-Nitrobenzyl)-3,3,9,9-tetramethyl-4,8-diazaundecane-2,10-dione-dioxime). As a reaction SMILES: [N+:1]([C:4]1[CH:15]=[CH:14][C:7]([CH2:8][CH:9]([CH2:12][NH2:13])[CH2:10][NH2:11])=[CH:6][CH:5]=1)([O-:3])=[O:2].Cl[C:17]([CH3:23])([CH:19]([N:21]=[O:22])[CH3:20])[CH3:18]>CO>[N+:1]([C:4]1[CH:5]=[CH:6][C:7]([CH2:8][CH:9]([CH2:10][NH:11][C:17]([CH3:23])([CH3:18])[C:19](=[N:21][OH:22])[CH3:20])[CH2:12][NH:13][C:17]([CH3:23])([CH3:18])[C:19](=[N:21][OH:22])[CH3:20])=[CH:14][CH:15]=1)([O-:3])=[O:2]. Procedure: 3.9 g of diamine [10] was dissolved in 90 ml methanol and cooled to 0° C., after which 6.5 g of 2-chloro-2-methyl-3-nitrosobutane were added with agitation. After heating to room temperature the mixture was agitated for two hours, boiled with reflux for a further two hours, the solvent was removed and the remaining solid was dissolved in water. The mixture was neutralised with sodium hydrogen carbonate and concentrated and the remaining precipitate was re-crystallised from ethanol. RXN SMILES: [CH3:1][O:2][C:3]1[C:4]([O:21][CH3:22])=[CH:5][C:6]2[C:12]([C:13]3[CH:18]=[CH:17][CH:16]=[CH:15][CH:14]=3)=[N:11][NH:10][C:9](=[O:19])[CH2:8][C:7]=2[CH:20]=1.[H-].[Na+].[CH2:25](Br)[C:26]1[CH:31]=[CH:30][CH:29]=[CH:28][CH:27]=1>CN(C=O)C>[CH2:25]([N:10]1[C:9](=[O:19])[CH2:8][C:7]2[CH:20]=[C:3]([O:2][CH3:1])[C:4]([O:21][CH3:22])=[CH:5][C:6]=2[C:12]([C:13]2[CH:18]=[CH:17][CH:16]=[CH:15][CH:14]=2)=[N:11]1)[C:26]1[CH:31]=[CH:30][CH:29]=[CH:28][CH:27]=1 |f:1.2|. The solvent is CN(C)C=O (DMF). The product is C(C1=CC=CC=C1)N1N=C(C2=C(CC1=O)C=C(C(=C2)OC)OC)C2=CC=CC=C2 (3-benzyl-7,8-dimethoxy-1-phenyl-3,5-dihydro-4H-2,3-benzodiazepin-4-one). Procedure details: To a solution of 7,8-dimethoxy-1-phenyl-3,5-dihydro-4H-2,3-benzodiazepin-4-one VIaa (100 mg, 0.34 mmol) in DMF (5 ml), under an inert atmosphere, add NaH in oil (12 mg, 0.30 mmol). Then add dropwise benzyl bromide (40 μl, 0.34 mmol). After 2 hours at room temperature, evaporate the DMF. Take up the residue in CH2Cl2, wash twice with water. Dry the organic phases on Na2SO4. Purify by silica gel column chromatography (AcOEt/hexane, 4:1). Yield: 71%. M: 114–116° C. 1H-NMR (200 MHz, CDCl3): d 3.53–3... The reactants are COC=1C(=CC2=C(CC(NN=C2C2=CC=CC=C2)=O)C1)OC (7,8-dimethoxy-1-phenyl-3,5-dihydro-4H-2,3-benzodiazepin-4-one), [H-].[Na+] (NaH), oil, C(C1=CC=CC=C1)Br (benzyl bromide). Conditions: time 2 hour. The yield is 71.0%. Reaction SMILES: [CH3:8][CH2:9][CH2:10][CH2:11][Li:12].[CH:1]([NH:2][CH:3]([CH3:4])[CH3:5])([CH3:6])[CH3:7].[Cl:28][C:29](=[O:30])[O:31][CH2:32][CH3:33].[O:13]1[CH2:14][CH2:15][O:16][C:17]12[CH2:18][CH2:19][CH:20]([C:23](=[O:24])[O:25][CH2:26][CH3:27])[CH2:21][CH2:22]2.[O:34]1[CH2:35][CH2:36][CH2:37][CH2:38]1>>[O:13]1[CH2:14][CH2:15][O:16][C:17]12[CH2:18][CH2:19][C:20]([C:23](=[O:24])[O:25][CH2:26][CH3:27])([C:29](=[O:30])[O:31][CH2:32][CH3:33])[CH2:21][CH2:22]2. Reactants: [Li]CCCC, CC(C)NC(C)C, CCOC(=O)Cl, CCOC(=O)C1CCC2(CC1)OCCO2, C1CCOC1. Yields the product CCOC(=O)C1(C(=O)OCC)CCC2(CC1)OCCO2. The reactants are C[N+]1([C@@H]2C[C@H](C[C@H]1[C@H]3[C@@H]2O3)OC(=O)C(C4=CC=CS4)(C5=CC=CS5)O)C.O.[Br-] (Tiotropium bromide), C([C@@H]1[C@H]([C@@H]([C@H]([C@H](O1)O[C@@H]2[C@@H]([C@H]([C@@H]([C@H](O2)CO)O)O)O)O)O)O)O (trehalose), N[C@@H](CC(C)C)C(=O)O (L-leucine), CO (methanol), resultant solution. Run in O (Water). Product: C[N+]1([C@@H]2C[C@H](C[C@H]1[C@H]3[C@@H]2O3)OC(=O)C(C4=CC=CS4)(C5=CC=CS5)O)C.O.[Br-].C([C@@H]1[C@H]([C@@H]([C@H]([C@H](O1)O[C@@H]2[C@@H]([C@H]([C@@H]([C@H](O2)CO)O)O)O)O)O)O)O.N[C@@H](CC(C)C)C(=O)O (Tiotropium Bromide Trehalose Leucine). RXN SMILES: [CH3:1][N+:2]1([CH3:26])[C@@H:7]2[C@@H:8]3[O:10][C@@H:9]3[C@H:3]1[CH2:4][C@@H:5]([O:11][C:12]([C:14]([OH:25])([C:20]1[S:24][CH:23]=[CH:22][CH:21]=1)[C:15]1[S:19][CH:18]=[CH:17][CH:16]=1)=[O:13])[CH2:6]2.O.[Br-:28].[CH2:29]([OH:51])[C@H:30]1[O:35][C@H:34]([O:36][C@H:37]2[O:42][C@H:41]([CH2:43][OH:44])[C@@H:40]([OH:45])[C@H:39]([OH:46])[C@H:38]2[OH:47])[C@H:33]([OH:48])[C@@H:32]([OH:49])[C@@H:31]1[OH:50].[NH2:52][C@H:53]([C:58]([OH:60])=[O:59])[CH2:54][CH:55]([CH3:57])[CH3:56].CO>O>[CH3:1][N+:2]1([CH3:26])[C@@H:3]2[C@@H:9]3[O:10][C@@H:8]3[C@H:7]1[CH2:6][C@@H:5]([O:11][C:12]([C:14]([OH:25])([C:15]1[S:19][CH:18]=[CH:17][CH:16]=1)[C:20]1[S:24][CH:23]=[CH:22][CH:21]=1)=[O:13])[CH2:4]2.[OH2:35].[Br-:28].[CH2:43]([OH:44])[C@H:41]1[O:42][C@H:37]([O:36][C@H:34]2[O:35][C@H:30]([CH2:29][OH:51])[C@@H:31]([OH:50])[C@H:32]([OH:49])[C@H:33]2[OH:48])[C@H:38]([OH:47])[C@@H:39]([OH:46])[C@@H:40]1[OH:45].[NH2:52][C@H:53]([C:58]([OH:60])=[O:59])[CH2:54][CH:55]([CH3:57])[CH3:56] |f:0.1.2,7.8.9.10.11|. Reported procedure: Tiotropium bromide (1.2 g), trehalose dehydrate (0.6 g), and L-leucine (0.6 g) were dissolved into methanol (60 ml). The solutions were combined by shaking. Water (60 ml) was added and shaken until dissolution occurred. The resultant solution was spray dried according to the parameters outlined above. Starting materials: OC1=CC=C(C=O)C=C1 (4-hydroxybenzaldehyde), CN(C=O)C (dimethylformamide), ClCCC1=CC=CC=C1 ((2-chloroethyl)benzene), C([O-])([O-])=O.[K+].[K+] (potassium carbonate). Run in O (water). Conditions: time 10 hour. Yields the product C(CC1=CC=CC=C1)OC1=CC=C(C=O)C=C1 (4-phenethyloxybenzaldehyde). The yield is 50.4%. As a reaction SMILES: [OH:1][C:2]1[CH:9]=[CH:8][C:5]([CH:6]=[O:7])=[CH:4][CH:3]=1.CN(C)C=O.Cl[CH2:16][CH2:17][C:18]1[CH:23]=[CH:22][CH:21]=[CH:20][CH:19]=1.C(=O)([O-])[O-].[K+].[K+]>O>[CH2:16]([O:1][C:2]1[CH:9]=[CH:8][C:5]([CH:6]=[O:7])=[CH:4][CH:3]=1)[CH2:17][C:18]1[CH:23]=[CH:22][CH:21]=[CH:20][CH:19]=1 |f:3.4.5|. Procedure: 12.2 g of 4-hydroxybenzaldehyde is mixed with 35 ml of dimethylformamide, 16.9 g of (2-chloroethyl)benzene and 16.6 g of potassium carbonate. The resulting mixture is stirred in a stream of nitrogen at 80°-90° C. for 10 hours and then cooled. The cooled mixture is added to 500 ml of water and then extracted with 500 ml of chloroform. The extract is washed with water until it becomes neutral. The washed extract is dried with anhydrous sodium sulfate and then chloroform is distilled away. The resu...